Dataset: the Open Reaction Database (ORD), a public repository of structured organic reaction records. Task: describe an organic reaction: reactants, conditions, products, and yield The reactants are Cc1ccc(B(O)O)cc1 (effective_coupling_partner), CCN(CC)C(=O)Oc1cnccc1 (substrate). Reagents/catalysts: PCy3. Run at temperature 150 celsius, time 10 hour. Product: c1cc(C)ccc1c1cnccc1. Starting materials: CC(=O)OC(C)=O, O=[N+]([O-])O, CC(C)(C)OC(=O)Cc1cccc2c1ccn2S(=O)(=O)c1ccccc1. Product: CC(C)(C)OC(=O)Cc1cccc2c1c([N+](=O)[O-])cn2S(=O)(=O)c1ccccc1. Reaction SMILES: [CH3:31][C:32]([O:33][C:34](=[O:35])[CH3:36])=[O:37].[OH:1][N+:2]([O-:3])=[O:4].[c:5]1([S:11](=[O:12])(=[O:13])[n:14]2[cH:15][cH:16][c:17]3[c:18]([CH2:23][C:24](=[O:25])[O:26][C:27]([CH3:28])([CH3:29])[CH3:30])[cH:19][cH:20][cH:21][c:22]23)[cH:6][cH:7][cH:8][cH:9][cH:10]1>>[O-:1][N+:2](=[O:4])[c:16]1[cH:15][n:14]([S:11]([c:5]2[cH:6][cH:7][cH:8][cH:9][cH:10]2)(=[O:12])=[O:13])[c:22]2[c:17]1[c:18]([CH2:23][C:24](=[O:25])[O:26][C:27]([CH3:28])([CH3:29])[CH3:30])[cH:19][cH:20][cH:21]2.